This data is from the Open Reaction Database (ORD), a public repository of structured organic reaction records. The task is: describe an organic reaction: reactants, conditions, products, and yield Reactants: [Br-], C1CCOC1, [Mg+]c1ccc(Cl)cc1, O=CC1CCCCO1. Yields the product OC(c1ccc(Cl)cc1)C1CCCCO1. Reaction SMILES: [Br-:9].[CH2:18]1[O:19][CH2:20][CH2:21][CH2:22]1.[Cl:10][c:11]1[cH:12][cH:13][c:14]([Mg+:17])[cH:15][cH:16]1.[O:1]1[CH:2]([CH:7]=[O:8])[CH2:3][CH2:4][CH2:5][CH2:6]1>>[O:1]1[CH:2]([CH:7]([OH:8])[c:14]2[cH:13][cH:12][c:11]([Cl:10])[cH:16][cH:15]2)[CH2:3][CH2:4][CH2:5][CH2:6]1. Starting materials: CC(C)(C)OC(=O)C(Cc1ccccc1)NC(=O)OCC1c2c(c3ccccc3c3ccccc23)-c2c1c1ccccc1c1ccccc21, CCOCC, O, O=C(O)C(F)(F)F. Product: O=C(NC(Cc1ccccc1)C(=O)O)OCC1c2c(c3ccccc3c3ccccc23)-c2c1c1ccccc1c1ccccc21. RXN SMILES: [C:1]([CH3:2])([CH3:3])([CH3:4])[O:5][C:6]([CH:7]([NH:8][C:9](=[O:10])[O:11][CH2:12][CH:13]1[c:14]2[c:15]3[c:16]([c:17]4[c:18]([c:19]2-[c:20]2[c:21]5[c:22]([c:23]6[c:24]([c:25]21)[cH:26][cH:27][cH:28][cH:29]6)[cH:30][cH:31][cH:32][cH:33]5)[cH:34][cH:35][cH:36][cH:37]4)[cH:38][cH:39][cH:40][cH:41]3)[CH2:42][c:43]1[cH:44][cH:45][cH:46][cH:47][cH:48]1)=[O:49].[CH3:50][CH2:51][O:52][CH2:53][CH3:54].[OH2:62].[OH:55][C:56]([C:57]([F:58])([F:59])[F:60])=[O:61]>>[O:5]=[C:6]([CH:7]([NH:8][C:9](=[O:10])[O:11][CH2:12][CH:13]1[c:14]2[c:15]3[c:16]([c:17]4[c:18]([c:19]2-[c:20]2[c:21]5[c:22]([c:23]6[c:24]([c:25]21)[cH:26][cH:27][cH:28][cH:29]6)[cH:30][cH:31][cH:32][cH:33]5)[cH:34][cH:35][cH:36][cH:37]4)[cH:38][cH:39][cH:40][cH:41]3)[CH2:42][c:43]1[cH:44][cH:45][cH:46][cH:47][cH:48]1)[OH:49]. Reactants: C(C)(=O)O (acetic acid), [OH-].[K+] (Potassium hydroxide), C[C@]12CC[C@@H]3C=4C=CC(=CC4CC[C@H]3[C@@H]1CCC2=O)O (estrone), C(C1=CC=CO1)=O (furfuraldehyde). Run in O (water), C(C)O (ethanol). Conditions: time 4 hour. Yields the product O1C(=CC=C1)C=C1CC2C3CCC=4C=C(C=CC4C3CCC2(C1=O)C)O (16-Furan-2-ylmethylene-3-hydroxy-13-methyl-6,7,8,9,11,12,13,14,15,16-decahydro-cyclopenta[a]phenanthren-17-one). As a reaction SMILES: [OH-].[K+].[CH3:3][C@@:4]12[C:20](=[O:21])[CH2:19][CH2:18][C@H:17]1[C@H:16]1[C@@H:7]([C:8]3[CH:9]=[CH:10][C:11]([OH:22])=[CH:12][C:13]=3[CH2:14][CH2:15]1)[CH2:6][CH2:5]2.[CH:23](=O)[C:24]1[O:28][CH:27]=[CH:26][CH:25]=1.C(O)(=O)C>C(O)C.O>[O:28]1[CH:27]=[CH:26][CH:25]=[C:24]1[CH:23]=[C:19]1[C:20](=[O:21])[C:4]2([CH3:3])[CH:17]([CH:16]3[CH:7]([CH2:6][CH2:5]2)[C:8]2[CH:9]=[CH:10][C:11]([OH:22])=[CH:12][C:13]=2[CH2:14][CH2:15]3)[CH2:18]1 |f:0.1|. Procedure: Potassium hydroxide (2.0 g) was added to a suspension of estrone (2.704 g, 10 mmol) and furfuraldehyde (2 mL, ca. 20 mmol) in ethanol (40 mL). The resulting dark brown solution was stirred for 4 hours at room temperature, then acetic acid (5 mL) and water (5 ml) were added. After a few minutes the product started to precipitate. The precipitation was completed by addition of more water (ca. 10 mL). The yellow solid was filtered off, washed with water, dissolved in chloroform and dried over Na2SO... Reactants: ClC1=C(C(N(C2=NC(=CC=C12)C)CC)=O)C#N (4-chloro-1-ethyl-1,2-dihydro-7-methyl-2-oxo-1,8-naphthyridine-3-carbonitrile), N1CCCC1 (pyrrolidine), C([O-])([O-])=O.[Na+].[Na+] (sodium carbonate). The solvent is C(C)O (ethanol). Yields the product C(C)N1C(C(=C(C2=CC=C(N=C12)C)N1CCCC1)C#N)=O (1-Ethyl-1,2-Dihydro-7-Methyl-2-Oxo-4-(1-Pyrrolidinyl)-1,8-Naphthyridine-3-Carbonitrile). RXN SMILES: Cl[C:2]1[C:11]2[C:6](=[N:7][C:8]([CH3:12])=[CH:9][CH:10]=2)[N:5]([CH2:13][CH3:14])[C:4](=[O:15])[C:3]=1[C:16]#[N:17].[NH:18]1[CH2:22][CH2:21][CH2:20][CH2:19]1.C(=O)([O-])[O-].[Na+].[Na+]>C(O)C>[CH2:13]([N:5]1[C:6]2[C:11](=[CH:10][CH:9]=[C:8]([CH3:12])[N:7]=2)[C:2]([N:18]2[CH2:22][CH2:21][CH2:20][CH2:19]2)=[C:3]([C:16]#[N:17])[C:4]1=[O:15])[CH3:14] |f:2.3.4|. Procedure details: A stirred mixture of 7.41 g. (0.03 mole) of 4-chloro-1-ethyl-1,2-dihydro-7-methyl-2-oxo-1,8-naphthyridine-3-carbonitrile, 2.13 g. (0.03 mole) of pyrrolidine and 3.18 g. (0.03 mole) of sodium carbonate in 100 ml. of ethanol was heated under reflux for 1 hour. The mixture was filtered and the filter cake was triturated with 200 ml. of water. The insoluble material was collected, air dried and was recrystallized from 2-ethoxyethanol to give 7.4 g. of the title product, m.p. 211°-213° C. Reactants: [Br-], COc1ccc([Mg+])cc1, CN(C)C1(c2ccccc2)CCC(=O)CC1, [Cl-], [NH4+], C1CCOC1, O. Yields the product COc1ccc(C2(O)CCC(c3ccccc3)(N(C)C)CC2)cc1. Reaction SMILES: [Br-:17].[CH3:18][O:19][c:20]1[cH:21][cH:22][c:23]([Mg+:26])[cH:24][cH:25]1.[CH3:1][N:2]([C:3]1([c:10]2[cH:11][cH:12][cH:13][cH:14][cH:15]2)[CH2:4][CH2:5][C:6](=[O:9])[CH2:7][CH2:8]1)[CH3:16].[Cl-:27].[NH4+:28].[O:29]1[CH2:30][CH2:31][CH2:32][CH2:33]1.[O:34]>>[CH3:1][N:2]([C:3]1([c:10]2[cH:11][cH:12][cH:13][cH:14][cH:15]2)[CH2:4][CH2:5][C:6]([OH:9])([c:23]2[cH:22][cH:21][c:20]([O:19][CH3:18])[cH:25][cH:24]2)[CH2:7][CH2:8]1)[CH3:16].